From a dataset of the Open Reaction Database (ORD), a public repository of structured organic reaction records. describe an organic reaction: reactants, conditions, products, and yield Starting materials: C(C)(C)C1C(CCC=C1OC)=O (2-isopropyl-3-methoxy-cyclohex-3-enone), C[O-].[Na+] (sodium methoxide), P(=O)(O)([O-])[O-].[Na+].[Na+] (sodium hydrogen phosphate). Run in C1CCOC1 (THF). Conditions: time 1.5 hour. Product: C(C)(C)C=1C(CCCC1OC)=O (2-Isopropyl-3-methoxy-cyclohex-2-enone). The yield is 90.0%. Reaction SMILES: [CH:1]([CH:4]1[C:9]([O:10][CH3:11])=[CH:8][CH2:7][CH2:6][C:5]1=[O:12])([CH3:3])[CH3:2].C[O-].[Na+].P([O-])([O-])(O)=O.[Na+].[Na+]>C1COCC1>[CH:1]([C:4]1[C:5](=[O:12])[CH2:6][CH2:7][CH2:8][C:9]=1[O:10][CH3:11])([CH3:3])[CH3:2] |f:1.2,3.4.5|. Procedure details: To a solution of 2-isopropyl-3-methoxy-cyclohex-3-enone (6 g) in dry THF (120 mL), sodium methoxide (1.5 g) was added in portions at room temperature. After stirring at room temperature for 1.5 hours, the reaction mixture was cooled in an ice bath and neutralized with 10% sodium hydrogen phosphate solution. The organic layer was separated, then the aqueous layer was extracted with ethyl acetate (2×50 mL). The combined organic extracts were washed with brine, then dried over anhydrous sodium sulf... The reactants are C(C=1C(N)=CC=CC1)(=O)OC (methyl anthranilate), [N+](=O)([O-])C1=CC=C(C(=O)O)C=C1 (4-nitrobenzoic acid). Isolated yield 69.9%. The product is [N+](=O)([O-])C1=CC=C(C(=O)NC2=C(C=CC=C2)C(=O)OC)C=C1 (4-Nitro-N-(2-methoxycarbonylphenyl)benzamide). Procedure details: Using methyl anthranilate (3.02 g, 20.0 mmol) and 4-nitrobenzoic acid (3.67 g, 22.0 mmol), the procedure of Reference Example 16 was repeated to obtain 4.20 g (72.9%) of the title compound in the form of light yellow prism crystals. Reaction SMILES: [C:1]([O:10][CH3:11])(=[O:9])[C:2]1[C:3](=[CH:5][CH:6]=[CH:7][CH:8]=1)[NH2:4].[N+:12]([C:15]1[CH:23]=[CH:22][C:18]([C:19](O)=[O:20])=[CH:17][CH:16]=1)([O-:14])=[O:13]>>[N+:12]([C:15]1[CH:16]=[CH:17][C:18]([C:19]([NH:4][C:3]2[CH:5]=[CH:6][CH:7]=[CH:8][C:2]=2[C:1]([O:10][CH3:11])=[O:9])=[O:20])=[CH:22][CH:23]=1)([O-:14])=[O:13]. Starting materials: F[B-](F)(F)F.N1(N=NC2=C1C=CC=C2)OC(=[N+](C)C)N(C)C (O-(benzotriazol-1-yl)-N,N,N′,N′-tetramethyluronium tetrafluoroborate), CN1CCOCC1 (N-methylmorpholine), N1CC=CC1 (2,5-dihydropyrrole), BrC1=CC(=C(C(=O)O)C=C1)C (4-bromo-2-methylbenzoic acid). Run in CN(C=O)C (dimethylformamide). Conditions: time 16 hour. Product: N1(CC=CC1)C(=O)C1=C(C=C(C=C1)Br)C (4-(2,5-dihydropyrrol-1-ylcarbonyl)-3-methylbromobenzene). Reaction SMILES: [Br:1][C:2]1[CH:10]=[CH:9][C:5]([C:6]([OH:8])=O)=[C:4]([CH3:11])[CH:3]=1.F[B-](F)(F)F.N1(OC(N(C)C)=[N+](C)C)C2C=[CH:23][CH:24]=[CH:25][C:20]=2[N:19]=N1.CN1CCOCC1.N1CC=CC1>CN(C)C=O>[N:19]1([C:6]([C:5]2[CH:9]=[CH:10][C:2]([Br:1])=[CH:3][C:4]=2[CH3:11])=[O:8])[CH2:20][CH:25]=[CH:24][CH2:23]1 |f:1.2|. Reported procedure: 25.0 g (0.12 mol) of 4-bromo-2-methylbenzoic acid is dissolved in 250 mL of dimethylformamide and after the addition of 41.7 g (0.13 mol) of O-(benzotriazol-1-yl)-N,N,N′,N′-tetramethyluronium tetrafluoroborate (TBTU), 14.3 mL (0.13 mol) of N-methylmorpholine and 9.6 mL (0.12 mol) of 2,5-dihydropyrrole, the mixture is stirred for 16 hours at ambient temperature. Then it is poured onto ice water and extracted with ethyl acetate. The combined organic extracts are washed with sodium hydrogen carbona... RXN SMILES: [ClH:1].[CH3:2][N:3]1[CH:7]=[C:6]([C:8]2[CH:13]=[CH:12][CH:11]=[C:10]([C:14]([F:17])([F:16])[F:15])[CH:9]=2)[N:5]=[C:4]1[CH:18]1[CH2:23][CH2:22][N:21](C(OCCCC)=O)[CH2:20][CH2:19]1>C(Cl)Cl>[ClH:1].[ClH:1].[CH3:2][N:3]1[CH:7]=[C:6]([C:8]2[CH:13]=[CH:12][CH:11]=[C:10]([C:14]([F:15])([F:17])[F:16])[CH:9]=2)[N:5]=[C:4]1[CH:18]1[CH2:23][CH2:22][NH:21][CH2:20][CH2:19]1 |f:3.4.5|. Solvent: C(Cl)Cl (CH2Cl2). Run at time 2 hour. Reactants: Cl (hydrogen chloride), CN1C(=NC(=C1)C1=CC(=CC=C1)C(F)(F)F)C1CCN(CC1)C(=O)OCCCC (butyl 4-(1-methyl-4-(3-(trifluoromethyl)phenyl)-1H-imidazol-2-yl)piperidine-1-carboxylate). Product: Cl.Cl.CN1C(=NC(=C1)C1=CC(=CC=C1)C(F)(F)F)C1CCNCC1 (4-(1-methyl-4-(3-(trifluoromethyl)phenyl)-1H-imidazol-2-yl)piperidine dihydrochloride). Reported procedure: Add hydrogen chloride (4 M in 1,4-dioxane, 5 mL, 20 mmol) to a solution of tert-5 butyl 4-(1-methyl-4-(3-(trifluoromethyl)phenyl)-1H-imidazol-2-yl)piperidine-1-carboxylate (400 mg, 1.10 mmol) in CH2Cl2 (10 mL) at 0° C. under nitrogen and stir for 2 h. Concentrate the mixture in vacuo to provide 4-(1-methyl-4-(3-(trifluoromethyl)phenyl)-1H-imidazol-2-yl)piperidine dihydrochloride (435 mg, >99%). Yield: 103.5%. Yields the product C(C)NC(=O)NC1=CC=C(C=C1)C=1N=C(C2=C(N1)CN(CC2)CCCOC)N2[C@H](COCC2)C ((S)-1-ethyl-3-(4-(7-(3-methoxypropyl)-4-(3-methylmorpholino)-5,6,7,8-tetrahydropyrido[3,4-d]pyrimidin-2-yl)phenyl)urea). The reactants are Cl.C(C)NC(=O)NC1=CC=C(C=C1)C=1N=C(C2=C(N1)CNCC2)N2[C@H](COCC2)C ((S)-1-ethyl-3-(4-(4-(3-methylmorpholino)-5,6,7,8-tetrahydropyrido[3,4-d]pyrimidin-2-yl)phenyl)urea hydrochloride salt), BrCCCOC (1-bromo-3-methoxypropane). As a reaction SMILES: Cl.[CH2:2]([NH:4][C:5]([NH:7][C:8]1[CH:13]=[CH:12][C:11]([C:14]2[N:15]=[C:16]([N:24]3[CH2:29][CH2:28][O:27][CH2:26][C@@H:25]3[CH3:30])[C:17]3[CH2:23][CH2:22][NH:21][CH2:20][C:18]=3[N:19]=2)=[CH:10][CH:9]=1)=[O:6])[CH3:3].Br[CH2:32][CH2:33][CH2:34][O:35][CH3:36]>>[CH2:2]([NH:4][C:5]([NH:7][C:8]1[CH:9]=[CH:10][C:11]([C:14]2[N:15]=[C:16]([N:24]3[CH2:29][CH2:28][O:27][CH2:26][C@@H:25]3[CH3:30])[C:17]3[CH2:23][CH2:22][N:21]([CH2:32][CH2:33][CH2:34][O:35][CH3:36])[CH2:20][C:18]=3[N:19]=2)=[CH:12][CH:13]=1)=[O:6])[CH3:3] |f:0.1|. Procedure: The compound rx was prepared following the general procedure in Example 296, substituting 1-ethyl-3-(4-(4-morpholino-5,6,7,8-tetrahydropyrido[3,4-d]pyrimidin-2-yl)phenyl)urea hydrochloride salt for (S)-1-ethyl-3-(4-(4-(3-methylmorpholino)-5,6,7,8-tetrahydropyrido[3,4-d]pyrimidin-2-yl)phenyl)urea hydrochloride salt and substituting 1-bromo-2-methoxyethane for 1-bromo-3-methoxypropane: LC-MS m/z=469 (M+H). Product: CC(=O)Nc1nc(C(=O)O)c(C(C)C)s1. Reaction SMILES: [C:1]([CH3:2])(=[O:3])[NH:4][c:5]1[s:6][c:7]([CH:14]([CH3:15])[CH3:16])[c:8]([C:10](=[O:11])[O:12][CH3:13])[n:9]1.[CH3:19][CH2:20][OH:21].[ClH:17].[Na+:23].[OH-:22].[OH2:18]>>[C:1]([CH3:2])(=[O:3])[NH:4][c:5]1[s:6][c:7]([CH:14]([CH3:15])[CH3:16])[c:8]([C:10](=[O:11])[OH:12])[n:9]1. Starting materials: COC(=O)c1nc(NC(C)=O)sc1C(C)C, CCO, Cl, [Na+], [OH-], O.